From a dataset of the Open Reaction Database (ORD), a public repository of structured organic reaction records. describe an organic reaction: reactants, conditions, products, and yield RXN SMILES: [H-].[Na+].[CH3:3][C:4]1[CH:5]=[C:6]([CH:20]=[CH:21][C:22]=1[CH3:23])[C:7]([C:9]1[C:18](=[O:19])[C:17]2[C:12](=[CH:13][CH:14]=[CH:15][CH:16]=2)[NH:11][CH:10]=1)=[O:8].Br.BrC[C:27]1[CH:32]=[CH:31][N:30]=[CH:29][CH:28]=1.[CH3:33]N(C)C=O>>[CH3:3][C:4]1[CH:5]=[C:6]([CH:20]=[CH:21][C:22]=1[CH3:23])[C:7]([CH:9]1[C:18](=[O:19])[C:17]2[C:12](=[CH:13][CH:14]=[CH:15][CH:16]=2)[N:11]([CH2:33][C:32]2[CH:31]=[N:30][CH:29]=[CH:28][CH:27]=2)[CH2:10]1)=[O:8] |f:0.1,3.4|. Reactants: [H-].[Na+] (sodium hydride), CN(C=O)C (dimethylformamide), CC=1C=C(C(=O)C2=CNC3=CC=CC=C3C2=O)C=CC1C (3-(3,4-Dimethyl-benzoyl)-1H-quinolin-4-one), Br.BrCC1=CC=NC=C1 (4-bromomethylpyridine hydrobromide). Yields the product CC=1C=C(C(=O)C2CN(C3=CC=CC=C3C2=O)CC=2C=NC=CC2)C=CC1C (3-(3,4-Dimethyl-benzoyl)-1-pyridin-3-ylmethyl-2,3-dihydro-1H-quinolin-4-one). Procedure details: Compound 4p was prepared following the procedure outlined in Step 3 of Example 1 using 32 mg (0.8 mmol) of sodium hydride (60%), 86 mg (0.31 mmol) of 3-(3,4-dimethyl-benzoyl)-2,3-dihydro-1H-quinolin-4-one 3a, 3 mL of anhydrous dimethylformamide, and 101.2 mg (0.40 mmol) of 4-bromomethylpyridine hydrobromide. The crude product was purified by flash chromatography to yield 27 mg of yellowish solid 4p: LC-MSD, m/z for C24H20N2O2, [M+H]+=369.4, [M+2H]+=370.4; Reverse phase HPLC (gradient acetonitril... Reactants: CC(C)(C)OC(=O)NCc1ccc(N2CC(C(=O)N3CCN(CCC(=O)O)CC3)OC2=O)cc1, CC(=O)[O-], Cl. Yields the product NCc1ccc(N2CC(C(=O)N3CCN(CCC(=O)O)CC3)OC2=O)cc1. As a reaction SMILES: [C:1]([O:2][C:3](=[O:4])[NH:8][CH2:9][c:10]1[cH:11][cH:12][c:13]([N:16]2[C:17](=[O:34])[O:18][CH:19]([C:21](=[O:22])[N:23]3[CH2:24][CH2:25][N:26]([CH2:29][CH2:30][C:31](=[O:32])[OH:33])[CH2:27][CH2:28]3)[CH2:20]2)[cH:14][cH:15]1)([CH3:5])([CH3:6])[CH3:7].[CH3:35][C:36](=[O:37])[O-:38].[ClH:39]>>[NH2:8][CH2:9][c:10]1[cH:11][cH:12][c:13]([N:16]2[C:17](=[O:34])[O:18][CH:19]([C:21](=[O:22])[N:23]3[CH2:24][CH2:25][N:26]([CH2:29][CH2:30][C:31](=[O:32])[OH:33])[CH2:27][CH2:28]3)[CH2:20]2)[cH:14][cH:15]1. The reactants are C(C)S(=O)(=O)Cl (ethanesulfonyl chloride), 4-N,N-dimethylaminopyridine, C(C)(C)(C)C1=C(C=C(C=C1)CN)NC(CC(CCCCC)C1=C(C=C(C=C1)OC)OC)=O (N-[2-t-butyl-5-(aminomethyl)phenyl]-3-(2,4-dimethoxyphenyl)octanamide). The solvent is C(Cl)Cl (methylene chloride), C(C)(=O)OCC (ethyl acetate). Run at time 1 hour. Product: C(C)(C)(C)C1=C(C=C(C=C1)CNS(=O)(=O)CC)NC(CC(CCCCC)C1=C(C=C(C=C1)OC)OC)=O (N-[2-t-Butyl-5-(ethylsulfonylaminomethyl)phenyl]-3-(2,4-dimethoxyphenyl)octanamide). Yield: 42.5%. As a reaction SMILES: [CH2:1]([S:3](Cl)(=[O:5])=[O:4])[CH3:2].[C:7]([C:11]1[CH:16]=[CH:15][C:14]([CH2:17][NH2:18])=[CH:13][C:12]=1[NH:19][C:20](=[O:38])[CH2:21][CH:22]([C:28]1[CH:33]=[CH:32][C:31]([O:34][CH3:35])=[CH:30][C:29]=1[O:36][CH3:37])[CH2:23][CH2:24][CH2:25][CH2:26][CH3:27])([CH3:10])([CH3:9])[CH3:8]>C(Cl)Cl.C(OCC)(=O)C>[C:7]([C:11]1[CH:16]=[CH:15][C:14]([CH2:17][NH:18][S:3]([CH2:1][CH3:2])(=[O:5])=[O:4])=[CH:13][C:12]=1[NH:19][C:20](=[O:38])[CH2:21][CH:22]([C:28]1[CH:33]=[CH:32][C:31]([O:34][CH3:35])=[CH:30][C:29]=1[O:36][CH3:37])[CH2:23][CH2:24][CH2:25][CH2:26][CH3:27])([CH3:8])([CH3:9])[CH3:10]. Procedure: 180 μl (1.90 mmol) of ethanesulfonyl chloride and then 213 mg (1.75 mmol) of 4-N,N-dimethylaminopyridine were added to a solution of 700 mg (1.59 mmol) of N-[2-t-butyl-5-(aminomethyl)phenyl]-3-(2,4-dimethoxyphenyl)octanamide (prepared as described in Preparation 26A) in 15 ml of methylene chloride, whilst cooling in an ice-salt bath, and the resulting mixture was stirred at the same temperature for 1 hour. At the end of this time, the reaction mixture was diluted with ethyl acetate, and the dilu... The reactants are aldehyde THF, BrC1=C(C#N)C=C(C=C1)I (2-bromo-5-iodobenzonitrile), ice brine, C(CCC)=O (Butyraldehyde), [Cl-].[NH4+] (Ammonium chloride). The solvent is C1CCOC1 (THF), C1CCOC1 (THF). Run at temperature -8 celsius, time 15 minute. The product is BrC1=C(C#N)C=C(C=C1)C(CCC)O ((±)-2-bromo-5-(1-hydroxybutyl)benzonitrile). Isolated yield 80.6%. Reaction SMILES: [Br:1][C:2]1[CH:9]=[CH:8][C:7](I)=[CH:6][C:3]=1[C:4]#[N:5].[CH:11](=[O:15])[CH2:12][CH2:13][CH3:14].[Cl-].[NH4+]>C1COCC1>[Br:1][C:2]1[CH:9]=[CH:8][C:7]([CH:11]([OH:15])[CH2:12][CH2:13][CH3:14])=[CH:6][C:3]=1[C:4]#[N:5] |f:2.3|. Procedure: A round bottom flask was charged with the 2-bromo-5-iodobenzonitrile (2.00 g, 6.49 mmol) and THF (9 mL). Solution cooled down to −8° C. (ice/brine bath). Turbo Grignard 1.3M in THF (5.50 mL, 7.14 mmol) is then added in one portion and the reaction stirred for 15 minutes at −8° C. Butyraldehyde (0.698 μL, 7.79 mmol) is then charged in another flask and the preformed anion is added over the aldehyde/THF (4 mL) via canula and then, reaction allowed to warmed at room temperature overnight under magn... The product is Cc1ccccc1-c1ccc(C(=O)N2Cc3cccn3Cc3ccccc32)cc1. Reaction SMILES: [CH2:24]([Sn:25]([CH2:26][CH2:27][CH2:28][CH3:36])([c:29]1[c:30]([CH3:35])[cH:31][cH:32][cH:33][cH:34]1)[CH2:37][CH2:38][CH2:39][CH3:40])[CH2:41][CH2:42][CH3:43].[CH3:44][c:45]1[cH:46][cH:47][cH:48][cH:49][cH:50]1.[I:1][c:2]1[cH:3][cH:4][c:5]([C:6](=[O:7])[N:8]2[CH2:9][c:10]3[n:11]([cH:19][cH:20][cH:21]3)[CH2:12][c:13]3[c:14]2[cH:15][cH:16][cH:17][cH:18]3)[cH:22][cH:23]1>>[c:2]1(-[c:29]2[c:30]([CH3:35])[cH:31][cH:32][cH:33][cH:34]2)[cH:3][cH:4][c:5]([C:6](=[O:7])[N:8]2[CH2:9][c:10]3[n:11]([cH:19][cH:20][cH:21]3)[CH2:12][c:13]3[c:14]2[cH:15][cH:16][cH:17][cH:18]3)[cH:22][cH:23]1. The reactants are CCCC[Sn](CCCC)(CCCC)c1ccccc1C, Cc1ccccc1, O=C(c1ccc(I)cc1)N1Cc2cccn2Cc2ccccc21. Reactants: OC=1C(=C2N(C=CC=C2)C1)C(=O)OCC (ethyl 2-hydroxypyrrolo [1,2-a]pyridine-1-carboxylate), P(=O)(Cl)(Cl)Cl (phosphorus oxychloride). Solvent: C(C)#N (acetonitrile). Conditions: time 2 hour. Product: ClC=1C(=C2N(C=CC=C2)C1)C(=O)OCC (Ethyl 2-chloropyrrolo[1,2-a]pyridin-1-carboxylate). Yield: 61.2%. Reaction SMILES: O[C:2]1[C:3]([C:11]([O:13][CH2:14][CH3:15])=[O:12])=[C:4]2[CH:9]=[CH:8][CH:7]=[CH:6][N:5]2[CH:10]=1.P(Cl)(Cl)([Cl:18])=O>C(#N)C>[Cl:18][C:2]1[C:3]([C:11]([O:13][CH2:14][CH3:15])=[O:12])=[C:4]2[CH:9]=[CH:8][CH:7]=[CH:6][N:5]2[CH:10]=1. Reported procedure: To a solution of 3.0 g of ethyl 2-hydroxypyrrolo [1,2-a]pyridine-1-carboxylate in 50 ml of acetonitrile, 2.7 g of phosphorus oxychloride is added at room temperature and stirred for 2 hours. The reaction mixture is concentrated under reduced pressure, added with water and then extracted with dichloromethane. The extract is dried on anhydrous sodium sulfate and distilled to remove dichloromethane. The residue is purified by silica gel chromatography (eluent: n-hexane-ethyl acetate) to give 2.0 g ... Reactants: C[Al](C)C (Trimethylaluminum), solution, C(C)N(C1=CC=C(C=C1)N)CC (N,N-diethyl-1,4-phenylenediamine), resultant solution, C(C)OC(C(C1=CC=NC=C1)C1=CC=CC=C1)=O (phenyl-pyridin-4-yl-acetic acid ethyl ester). Run in C1(=CC=CC=C1)C (toluene), ClCCCl (1,2-dichloroethane). Conditions: temperature 60 celsius. The product is C(C)N(C1=CC=C(C=C1)NC(C(C1=CC=NC=C1)C1=CC=CC=C1)=O)CC (N-(4-Diethylamino-phenyl)-2-phenyl-2-pyridin-4-yl-acetamide). Yield: 32.7%. As a reaction SMILES: C[Al](C)C.[CH2:5]([N:7]([CH2:15][CH3:16])[C:8]1[CH:13]=[CH:12][C:11]([NH2:14])=[CH:10][CH:9]=1)[CH3:6].C([O:19][C:20](=O)[CH:21]([C:28]1[CH:33]=[CH:32][CH:31]=[CH:30][CH:29]=1)[C:22]1[CH:27]=[CH:26][N:25]=[CH:24][CH:23]=1)C>C1(C)C=CC=CC=1.ClCCCl>[CH2:15]([N:7]([CH2:5][CH3:6])[C:8]1[CH:13]=[CH:12][C:11]([NH:14][C:20](=[O:19])[CH:21]([C:28]2[CH:29]=[CH:30][CH:31]=[CH:32][CH:33]=2)[C:22]2[CH:27]=[CH:26][N:25]=[CH:24][CH:23]=2)=[CH:10][CH:9]=1)[CH3:16]. Reported procedure: Trimethylaluminum (2.0 mL of a 2.0 M solution in toluene, 4.0 mmol, 3.0 equiv) was added to a solution of N,N-diethyl-1,4-phenylenediamine (0.68 mL, 4.0 mmol, 3.0 equiv) in 1,2-dichloroethane (10 mL). The resultant solution was stirred at 23° C. for 30 minutes, and then phenyl-pyridin-4-yl-acetic acid ethyl ester (330 mg, 1.36 mmol, 1.0 equiv) was added. The reaction mixture was heated to 60° C. for 19 hours, cooled to 23° C., and quenched with 1 N aqueous tartaric acid. The pH of the reaction m... Starting materials: NCC(=O)NC(C1=CC(=CC=C1)F)C1=CC(=CC=C1)F (2-amino-N-[bis-(3-fluoro-phenyl)-methyl]-acetamide), [N+](=O)([O-])C1=CC=C(C(=O)O)C=C1 (4-nitrobenzoic acid). The product is FC=1C=C(C=CC1)C(C1=CC(=CC=C1)F)NC(=O)CNC(C1=CC=C(C=C1)[N+](=O)[O-])=O (N-({[Bis-(3-fluoro-phenyl)-methyl]-carbamoyl}-methyl)-4-nitro-benzamide). Reaction SMILES: [NH2:1][CH2:2][C:3]([NH:5][CH:6]([C:14]1[CH:19]=[CH:18][CH:17]=[C:16]([F:20])[CH:15]=1)[C:7]1[CH:12]=[CH:11][CH:10]=[C:9]([F:13])[CH:8]=1)=[O:4].[N+:21]([C:24]1[CH:32]=[CH:31][C:27]([C:28](O)=[O:29])=[CH:26][CH:25]=1)([O-:23])=[O:22]>>[F:20][C:16]1[CH:15]=[C:14]([CH:6]([NH:5][C:3]([CH2:2][NH:1][C:28](=[O:29])[C:27]2[CH:26]=[CH:25][C:24]([N+:21]([O-:23])=[O:22])=[CH:32][CH:31]=2)=[O:4])[C:7]2[CH:12]=[CH:11][CH:10]=[C:9]([F:13])[CH:8]=2)[CH:19]=[CH:18][CH:17]=1. Reported procedure: Prepared in analogy to example 1.12 from 2-amino-N-[bis-(3-fluoro-phenyl)-methyl]-acetamide (example 3.4) and 4-nitrobenzoic acid. Reactants: ClC1=NC=C(C(=O)NC2=CC=C(C=C2)OC(F)(F)Cl)C=C1I (6-chloro-N-(4-(chlorodifluoromethoxy)phenyl)-5-iodonicotinamide), Cl.N1CC(C1)CO (3-azetidinemethanol hydrochloride). Product: ClC(OC1=CC=C(C=C1)NC(C1=CN=C(C(=C1)I)N1CC(C1)CO)=O)(F)F (N-(4-(Chlorodifluoromethoxy)phenyl)-6-(3-(hydroxymethyl)azetidin-1-yl)-5-iodonicotinamide). As a reaction SMILES: Cl[C:2]1[C:21]([I:22])=[CH:20][C:5]([C:6]([NH:8][C:9]2[CH:14]=[CH:13][C:12]([O:15][C:16]([Cl:19])([F:18])[F:17])=[CH:11][CH:10]=2)=[O:7])=[CH:4][N:3]=1.Cl.[NH:24]1[CH2:27][CH:26]([CH2:28][OH:29])[CH2:25]1>>[Cl:19][C:16]([F:18])([F:17])[O:15][C:12]1[CH:13]=[CH:14][C:9]([NH:8][C:6](=[O:7])[C:5]2[CH:20]=[C:21]([I:22])[C:2]([N:24]3[CH2:27][CH:26]([CH2:28][OH:29])[CH2:25]3)=[N:3][CH:4]=2)=[CH:10][CH:11]=1 |f:1.2|. Procedure details: The title compound was prepared in an analogous fashion to that described in Stage 88.1 using 6-chloro-N-(4-(chlorodifluoromethoxy)phenyl)-5-iodonicotinamide (Stage 48.3) and 3-azetidinemethanol hydrochloride to afford a beige solid. HPLC (Condition 7) tR=6.5 min, UPLC-MS (Condition 8) tR=1.1 min, m/z=510.0/512.0 [M+H]+. The reactants are C1=NC(=C2C(=N1)N(C=N2)[C@H]3C[C@@H]([C@H](O3)COP(=O)(O)OP(=O)(O)OP(=O)(O)O)O)N (dATP), P(O)(=O)(OP(=O)(O)OP(=O)(O)O)OC[C@@H]1[C@H](C[C@@H](O1)N1C(=O)N=C(N)C=C1)O (dCTP), P(O)(=O)(OP(=O)(O)OP(=O)(O)O)OC[C@@H]1[C@H](C[C@@H](O1)N1C=NC=2C(=O)NC(N)=NC12)O (dGTP). Yields the product NCCCCNCCCN (spermidine). As a reaction SMILES: C1N=[C:5]2[N:7]([C@@H:10]3O[C@H:13](COP(OP(OP(O)(O)=O)(O)=O)(O)=O)[C@@H:12](O)[CH2:11]3)C=N[C:4]2=[C:3](N)[N:2]=1.P(OC[C@H]1O[C@@H]([N:50]2C=CC(N)=NC2=O)C[C@@H]1O)(OP(OP(O)(O)=O)(O)=O)(=O)O.P(OC[C@H]1O[C@@H](N2C3N=C(N)NC(=O)C=3N=C2)C[C@@H]1O)(OP(OP(O)(O)=O)(O)=O)(=O)O>>[NH2:50][CH2:13][CH2:12][CH2:11][CH2:10][NH:7][CH2:5][CH2:4][CH2:3][NH2:2]. Reported procedure: 1 mM for each dATP, dCTP, dGTP